This data is from the Open Reaction Database (ORD), a public repository of structured organic reaction records. The task is: describe an organic reaction: reactants, conditions, products, and yield The product is CC(C)C(COCc1cccc(Oc2ccccc2)c1)c1ccc(Cl)cc1. Reactants: CN(C)C=O, Cc1ccccc1, CC(C)C(CO)c1ccc(Cl)cc1, [H-], [Na+], BrCc1cccc(Oc2ccccc2)c1. RXN SMILES: [CH3:14][N:15]([CH3:16])[CH:17]=[O:18].[CH3:36][c:37]1[cH:38][cH:39][cH:40][cH:41][cH:42]1.[Cl:1][c:2]1[cH:3][cH:4][c:5]([CH:8]([CH2:9][OH:10])[CH:11]([CH3:12])[CH3:13])[cH:6][cH:7]1.[H-:19].[Na+:20].[O:21]([c:22]1[cH:23][cH:24][cH:25][cH:26][cH:27]1)[c:28]1[cH:29][c:30]([CH2:31][Br:32])[cH:33][cH:34][cH:35]1>>[Cl:1][c:2]1[cH:3][cH:4][c:5]([CH:8]([CH2:9][O:10][CH2:31][c:30]2[cH:29][c:28]([O:21][c:22]3[cH:23][cH:24][cH:25][cH:26][cH:27]3)[cH:35][cH:34][cH:33]2)[CH:11]([CH3:12])[CH3:13])[cH:6][cH:7]1.